Dataset: the Open Reaction Database (ORD), a public repository of structured organic reaction records. Task: describe an organic reaction: reactants, conditions, products, and yield Reactants: C=CC1=CC=CC=C1 (styrene), C(C)(C)(C)OOC(C)(C)C (di-tert-butyl peroxide), 249, C(\C=C/C(=O)[O-])(=O)OCCCC (monobutyl maleate). Run in C(C)(=O)OCC (ethyl acetate). Run at time 2 hour. The product is C(\C=C/C(=O)O)(=O)O (maleic acid), C=CC1=CC=CC=C1 (styrene). As a reaction SMILES: [C:1]([O:8]CCCC)(=[O:7])/[CH:2]=[CH:3]\[C:4]([O-:6])=[O:5].[CH2:13]=[CH:14][C:15]1[CH:20]=[CH:19][CH:18]=[CH:17][CH:16]=1.C(OOC(C)(C)C)(C)(C)C>C(OCC)(=O)C>[C:1]([OH:8])(=[O:7])/[CH:2]=[CH:3]\[C:4]([OH:6])=[O:5].[CH2:13]=[CH:14][C:15]1[CH:20]=[CH:19][CH:18]=[CH:17][CH:16]=1. Procedure details: Into a four-necked flask equipped with a stirrer, reflux condenser, thermometer and gas-inlet tube were introduced 600 parts of ethyl acetate which was heated and kept at 75° to 78° C. under a stream of nitrogen gas. A monomer mixture composed of 249 parts of monobutyl maleate, 151 parts of styrene and 4 parts of di-tert-butyl peroxide as a polymerization initiator was added dropwise into the flask taking about 2 hours to form a polymerization mixture which was agitated for further 2 hours at th... Product: CC(C)c1ccc(NC(=O)C23CCC(NCC(=O)N4CC(F)CC4C#N)(CC2)CC3)cc1. As a reaction SMILES: [C:1](=[O:2])([OH:3])[C:4]12[CH2:5][CH2:6][C:7]([NH:12][CH2:13][C:14](=[O:15])[N:16]3[CH:17]([C:22]#[N:23])[CH2:18][CH:19]([F:21])[CH2:20]3)([CH2:8][CH2:9]1)[CH2:10][CH2:11]2.[CH:24]([CH3:25])([CH3:26])[c:27]1[cH:28][cH:29][c:30]([NH2:31])[cH:32][cH:33]1>>[C:1](=[O:3])([C:4]12[CH2:5][CH2:6][C:7]([NH:12][CH2:13][C:14](=[O:15])[N:16]3[CH:17]([C:22]#[N:23])[CH2:18][CH:19]([F:21])[CH2:20]3)([CH2:8][CH2:9]1)[CH2:10][CH2:11]2)[NH:31][c:30]1[cH:29][cH:28][c:27]([CH:24]([CH3:25])[CH3:26])[cH:33][cH:32]1. The reactants are N#CC1CC(F)CN1C(=O)CNC12CCC(C(=O)O)(CC1)CC2, CC(C)c1ccc(N)cc1. Starting materials: TEA, Pd (Ph3P)2Cl2, IC=1C=C(C=CC1)C(=O)N1CCN(CC1)C ((3-Iodophenyl)(4-methylpiperazin-1-yl)methanone), C(#C)[Si](C)(C)C (ethynyl-trimethyl-silane). The reagents and catalysts are [Cu]I (CuI). Run in C(C)#N (acetonitrile), CCOC(=O)C (EtOAc). Run at time 2 hour. Yields the product CN1CCN(CC1)C(=O)C1=CC(=CC=C1)C#C[Si](C)(C)C ((4-Methylpiperazin-1-yl){3-[(trimethylsilyl)ethynyl]phenyl}methanone). The yield is 90.3%. As a reaction SMILES: I[C:2]1[CH:3]=[C:4]([C:8]([N:10]2[CH2:15][CH2:14][N:13]([CH3:16])[CH2:12][CH2:11]2)=[O:9])[CH:5]=[CH:6][CH:7]=1.[C:17]([Si:19]([CH3:22])([CH3:21])[CH3:20])#[CH:18]>C(#N)C.CCOC(C)=O.[Cu]I>[CH3:16][N:13]1[CH2:14][CH2:15][N:10]([C:8]([C:4]2[CH:5]=[CH:6][CH:7]=[C:2]([C:18]#[C:17][Si:19]([CH3:22])([CH3:21])[CH3:20])[CH:3]=2)=[O:9])[CH2:11][CH2:12]1. Procedure: (3-Iodophenyl)(4-methylpiperazin-1-yl)methanone (1.15 g, 3.5 mmol) and ethynyl-trimethyl-silane (0.58 mL, 4.2 mmol) in dry acetonitrile (30 mL) were purged with nitrogen and treated with TEA (0.97 mL, 7.0 mmol, 2 eq.), CuI (0.033 g, 0.17 mmol) and Pd (Ph3P)2Cl2 (0.120 g, 0.17 mmol). The reaction was stirred at room temperature for 2 h, then was diluted with EtOAc (30 mL), washed with water (2×20 mL), brine, dried over sodium sulphate, and evaporated. The crude was purified by flash chromatograph... Starting materials: Cl, O=C(O)C(F)(F)F, Cc1c(N)cccc1-c1ccc(C(N)=O)c2[nH]c3cc(N4CCN(C)CC4)ccc3c12, O=C(Cl)c1nccs1. The product is O=C(O)C(F)(F)F, Cc1c(NC(=O)c2nccs2)cccc1-c1ccc(C(N)=O)c2[nH]c3cc(N4CCN(C)CC4)ccc3c12. As a reaction SMILES: [ClH:47].[F:32][C:33]([C:34](=[O:35])[OH:36])([F:37])[F:38].[NH2:1][c:2]1[c:3]([CH3:31])[c:4](-[c:8]2[cH:9][cH:10][c:11]([C:28](=[O:29])[NH2:30])[c:12]3[nH:13][c:14]4[cH:15][c:16]([N:21]5[CH2:22][CH2:23][N:24]([CH3:27])[CH2:25][CH2:26]5)[cH:17][cH:18][c:19]4[c:20]23)[cH:5][cH:6][cH:7]1.[s:39]1[c:40]([C:44](=[O:45])[Cl:46])[n:41][cH:42][cH:43]1>>[F:32][C:33]([C:34](=[O:35])[OH:36])([F:37])[F:38].[NH:1]([c:2]1[c:3]([CH3:31])[c:4](-[c:8]2[cH:9][cH:10][c:11]([C:28](=[O:29])[NH2:30])[c:12]3[nH:13][c:14]4[cH:15][c:16]([N:21]5[CH2:22][CH2:23][N:24]([CH3:27])[CH2:25][CH2:26]5)[cH:17][cH:18][c:19]4[c:20]23)[cH:5][cH:6][cH:7]1)[C:44]([c:40]1[s:39][cH:43][cH:42][n:41]1)=[O:45]. Reactants: NC1=CC(=C(OC2=CC(=NC=C2)NC(N(C2CCN(CC2)C)C)=O)C=C1)F (3-[4-(4-Amino-2-fluorophenoxy)pyridin-2-yl]-1-methyl-1-(1-methylpiperidin-4-yl)urea), [S-]C#N.[K+] (potassium thiocyanate), CC1(C2CCC1(C(=O)C2)CS(=O)(=O)O)C (D-10-camphorsulfonic acid), C(O)([O-])=O.[Na+] (sodium hydrogencarbonate), C1(=CC=CC=C1)CC(=O)Cl (2-Phenylacetyl chloride), C1(=CC=CC=C1)CC(=O)N=C=S (2-phenylacetyl isothiocyanate). Run in C(C)O (ethanol), CCCCCC (hexane), C(C)OCC (diethyl ether), C(C)(=O)OCC (ethyl acetate), C(C)#N (acetonitrile), C=1(C(=CC=CC1)CCO)C (toluene-ethanol), C(C)O (ethanol), C1(=CC=CC=C1)C (toluene). Reaction conditions: time 2 hour. The product is FC1=C(OC2=CC(=NC=C2)NC(N(C2CCN(CC2)C)C)=O)C=CC(=C1)NC(=S)NC(CC1=CC=CC=C1)=O (3-{4-[2-Fluoro-4-(3-phenylacetylthioureido)phenoxy]pyridin-2-yl}-1-methyl-1-(1-methylpiperidin-4-yl)urea). Yield: 17.5%. As a reaction SMILES: C1(CC(Cl)=O)C=CC=CC=1.[S-]C#N.[K+].C(=O)([O-])O.[Na+].[NH2:20][C:21]1[CH:45]=[CH:44][C:24]([O:25][C:26]2[CH:31]=[CH:30][N:29]=[C:28]([NH:32][C:33](=[O:43])[N:34]([CH3:42])[CH:35]3[CH2:40][CH2:39][N:38]([CH3:41])[CH2:37][CH2:36]3)[CH:27]=2)=[C:23]([F:46])[CH:22]=1.CC1(C)C2(CS(O)(=O)=O)C(CC1CC2)=O.[C:62]1([CH2:68][C:69]([N:71]=[C:72]=[S:73])=[O:70])[CH:67]=[CH:66][CH:65]=[CH:64][CH:63]=1>C(#N)C.C(O)C.C1(C)C(CCO)=CC=CC=1.CCCCCC.C(OCC)C.C1(C)C=CC=CC=1.C(OCC)(=O)C>[F:46][C:23]1[CH:22]=[C:21]([NH:20][C:72]([NH:71][C:69](=[O:70])[CH2:68][C:62]2[CH:63]=[CH:64][CH:65]=[CH:66][CH:67]=2)=[S:73])[CH:45]=[CH:44][C:24]=1[O:25][C:26]1[CH:31]=[CH:30][N:29]=[C:28]([NH:32][C:33](=[O:43])[N:34]([CH3:42])[CH:35]2[CH2:36][CH2:37][N:38]([CH3:41])[CH2:39][CH2:40]2)[CH:27]=1 |f:1.2,3.4|. Procedure details: 2-Phenylacetyl chloride (0.032 ml) was dissolved in acetonitrile (3 ml) under a nitrogen atmosphere, and then potassium thiocyanate (46.6 mg) was added thereto at 60° C., followed by stirring at the same temperature for 2 hrs. The reaction mixture was cooled down to room temperature, and then ethyl acetate and a saturated aqueous solution of sodium hydrogencarbonate were added thereto, followed by stirring for 30 min. The organic layer was separated, washed with a saturated aqueous solution of s... Starting materials: COC(=O)C1NC(c2ccc(Cl)c(OC)c2F)CC(=NO)C1(Cl)Cl, CC(=O)OC(C)=O, CC(=O)O. Yields the product COC(=O)C1NC(c2ccc(Cl)c(OC)c2F)CC(=NOOC(C)=O)C1(Cl)Cl. RXN SMILES: [CH3:1][O:2][C:3](=[O:4])[CH:5]1[NH:6][CH:7]([c:15]2[c:16]([F:24])[c:17]([O:22][CH3:23])[c:18]([Cl:21])[cH:19][cH:20]2)[CH2:8][C:9](=[N:13][OH:14])[C:10]1([Cl:11])[Cl:12].[CH3:25][C:26](=[O:27])[O:28][C:29](=[O:30])[CH3:31].[CH3:32][C:33](=[O:34])[OH:35]>>[CH3:1][O:2][C:3](=[O:4])[CH:5]1[NH:6][CH:7]([c:15]2[c:16]([F:24])[c:17]([O:22][CH3:23])[c:18]([Cl:21])[cH:19][cH:20]2)[CH2:8][C:9](=[N:13][O:14][O:28][C:26]([CH3:25])=[O:27])[C:10]1([Cl:11])[Cl:12]. The reactants are CCCCCCc2ccc1cc(OC)ccc1c2 (substrate), CC2(C)COB(B1OCC(C)(C)CO1)OC2 (effective_coupling_partner). The reagents and catalysts are ICy. Run at temperature 120 celsius, time 12 hour. Yields the product CCCCCCc4ccc3cc(c2ccc1cc(CCCCCC)ccc1c2)ccc3c4. Reactants: CCO, COC(=O)C(CC1CCOCC1)c1ccc(Cl)c(Cl)c1, [K+], [Li+], C1CCOC1, [OH-], O, O, O=S(=O)([O-])O. Product: O=C(O)C(CC1CCOCC1)c1ccc(Cl)c(Cl)c1. As a reaction SMILES: [CH2:25]([OH:26])[CH3:27].[CH3:1][O:2][C:3]([CH:4]([CH2:5][CH:6]1[CH2:7][CH2:8][O:9][CH2:10][CH2:11]1)[c:12]1[cH:13][c:14]([Cl:19])[c:15]([Cl:18])[cH:16][cH:17]1)=[O:20].[K+:38].[Li+:23].[O:28]1[CH2:29][CH2:30][CH2:31][CH2:32]1.[OH-:22].[OH2:21].[OH2:24].[S:33]([O-:34])([OH:35])(=[O:36])=[O:37]>>[O:2]=[C:3]([CH:4]([CH2:5][CH:6]1[CH2:7][CH2:8][O:9][CH2:10][CH2:11]1)[c:12]1[cH:13][c:14]([Cl:19])[c:15]([Cl:18])[cH:16][cH:17]1)[OH:20]. The reactants are O=C([O-])O, CCO, CC=CN1CCN(CC2CCOC2)C1=N[N+](=O)[O-], Cl, [Na+]. Yields the product O=[N+]([O-])N=C1NCCN1CC1CCOC1. Reaction SMILES: [C:20](=[O:21])([OH:22])[O-:23].[CH3:25][CH2:26][OH:27].[CH:1](=[CH:2][CH3:3])[N:4]1[C:5](=[N:15][N+:16](=[O:17])[O-:18])[N:6]([CH2:9][CH:10]2[CH2:11][O:12][CH2:13][CH2:14]2)[CH2:7][CH2:8]1.[ClH:19].[Na+:24]>>[NH:4]1[C:5](=[N:15][N+:16](=[O:17])[O-:18])[N:6]([CH2:9][CH:10]2[CH2:11][O:12][CH2:13][CH2:14]2)[CH2:7][CH2:8]1.